Dataset: the Open Reaction Database (ORD), a public repository of structured organic reaction records. Task: describe an organic reaction: reactants, conditions, products, and yield The reactants are BrC=1N=NC(=CC1)C (3-bromo-6-methylpyridazine), FC(C(=O)OCC)(I)F (Ethyl difluoroiodoacetate), O (water), [NH4+].[Cl-] (NH4Cl). The reagents and catalysts are [Cu] (copper). Run in CS(=O)C (DMSO), CS(=O)C (DMSO). Reaction conditions: time 50 minute. Product: FC(C(=O)OCC)(C=1N=NC(=CC1)C)F (Ethyl difluoro(6-methylpyridazin-3-yl)acetate). Isolated yield 97.1%. As a reaction SMILES: [F:1][C:2]([F:9])(I)[C:3]([O:5][CH2:6][CH3:7])=[O:4].Br[C:11]1[N:12]=[N:13][C:14]([CH3:17])=[CH:15][CH:16]=1.O.[NH4+].[Cl-]>CS(C)=O.[Cu]>[F:1][C:2]([F:9])([C:11]1[N:12]=[N:13][C:14]([CH3:17])=[CH:15][CH:16]=1)[C:3]([O:5][CH2:6][CH3:7])=[O:4] |f:3.4|. Procedure details: This procedure is derived from the general method of T. Taguchi, et al. (Tetrahedron Lett., 1986, 27, 6103-6106). Ethyl difluoroiodoacetate (0.355 mL, 651 mg, 2.60 mmol) was added to a rapidly stirred suspension of copper powder (333 mg, 5.24 mmol) in DMSO (6.5 mL) at rt. After 50 min., 3-bromo-6-methylpyridazine (300 mg, 1.73 mmol) was added in DMSO (1.0 mL). After 20 h, the mixture was transferred to a separatory funnel containing water (25 mL) and saturated aq. NH4Cl (25 mL), and extracted wi... The reactants are CC(=O)N(CCCN1C(=O)c2ccccc2C1=O)c1ccc(-c2cc(=O)c3c(N)c(F)ccc3o2)cc1, Cl, [Na+], C1COCCO1, [OH-], O. Product: Nc1c(F)ccc2oc(-c3ccc(NCCCN4C(=O)c5ccccc5C4=O)cc3)cc(=O)c12. RXN SMILES: [C:1](=[O:2])([CH3:3])[N:4]([CH2:5][CH2:6][CH2:7][N:8]1[C:9](=[O:18])[c:10]2[c:11]([cH:14][cH:15][cH:16][cH:17]2)[C:12]1=[O:13])[c:19]1[cH:20][cH:21][c:22](-[c:25]2[o:26][c:27]3[c:28]([c:29](=[O:31])[cH:30]2)[c:32]([NH2:37])[c:33]([F:36])[cH:34][cH:35]3)[cH:23][cH:24]1.[ClH:38].[Na+:40].[O:42]1[CH2:43][CH2:44][O:45][CH2:46][CH2:47]1.[OH-:39].[OH2:41]>>[NH:4]([CH2:5][CH2:6][CH2:7][N:8]1[C:9](=[O:18])[c:10]2[c:11]([cH:14][cH:15][cH:16][cH:17]2)[C:12]1=[O:13])[c:19]1[cH:20][cH:21][c:22](-[c:25]2[o:26][c:27]3[c:28]([c:29](=[O:31])[cH:30]2)[c:32]([NH2:37])[c:33]([F:36])[cH:34][cH:35]3)[cH:23][cH:24]1. Run in N1=CC=CC=C1 (pyridine). The reactants are OC1=CC=C(CC=2C=CC(=NC2)C(=O)O)C=C1 (5-(4-hydroxybenzyl)picolinic acid), C(C)(=O)OC(C)=O (acetic anhydride), Cl (hydrochloric acid). As a reaction SMILES: [OH:1][C:2]1[CH:17]=[CH:16][C:5]([CH2:6][C:7]2[CH:8]=[CH:9][C:10]([C:13]([OH:15])=[O:14])=[N:11][CH:12]=2)=[CH:4][CH:3]=1.[C:18](OC(=O)C)(=[O:20])[CH3:19].Cl>N1C=CC=CC=1>[C:18]([O:1][C:2]1[CH:17]=[CH:16][C:5]([CH2:6][C:7]2[CH:8]=[CH:9][C:10]([C:13]([OH:15])=[O:14])=[N:11][CH:12]=2)=[CH:4][CH:3]=1)(=[O:20])[CH3:19]. Procedure details: 0.7 Gram of 5-(4-hydroxybenzyl)picolinic acid was dissolved in 6 ml. of pyridine. The resulting solution was then added with 2 ml. of acetic anhydride dropwise under ice-cooling and stirring. The whole was allowed to stand at room temperature for 18 hours. The reaction solution was acidified with hydrochloric acid and then subjected to extraction with ethyl acetate. After washing with water and drying, the solvent was distilled out and the residue was recrystallized from benzene to obtain 0.3 g ... Product: C(C)(=O)OC1=CC=C(CC=2C=CC(=NC2)C(=O)O)C=C1 (5-(4-acetoxybenzyl)picolinic acid). Run at time 18 hour. Reactants: [H-].[Na+] (NaH), [N+](=O)([O-])C1=CC=C2C=CNC2=C1 (6-nitro-IH-indole), O (water), CI (methyl iodide). Run in CN(C=O)C (dimethylformamide). Run at time 30 minute. Product: CN1C=CC2=CC=C(C=C12)[N+](=O)[O-] (1-Methyl-6-nitro-1H-indole). Isolated yield 77.5%. Reaction SMILES: [H-].[Na+].[N+:3]([C:6]1[CH:14]=[C:13]2[C:9]([CH:10]=[CH:11][NH:12]2)=[CH:8][CH:7]=1)([O-:5])=[O:4].[CH3:15]I.O>CN(C)C=O>[CH3:15][N:12]1[C:13]2[C:9](=[CH:8][CH:7]=[C:6]([N+:3]([O-:5])=[O:4])[CH:14]=2)[CH:10]=[CH:11]1 |f:0.1|. Procedure details: To a slurry of 0.33 g (8.3 mmol) of NaH (60% dispersion in oil) in 30 ml of dried dimethylformamide ("DMF"), was added 0.973 g (6.00 mmol) of commercially available (Lancaster, Windham, N.H.) 6-nitro-IH-indole (1) at 0-5° C. over a period of 10 minutes. After 1 hour stirring at the same temperature, 0.75 ml (12.1 mmol) of methyl iodide was added and the mixture was stirred at the same temperature for 30 minutes, then at room temperature for 1 hour, poured into ice and water and extracted with et... The reactants are [Al+3], O=C([O-])C(O)C(O)C(=O)[O-], O=C(OCc1ccccc1)N1CCC(COc2ccc3c(-c4c(-c5ccccn5)nn5c4CCC5)ccnc3c2)C1, [H-], [H-], [H-], [H-], [K+], [Li+], [Na+], C1CCOC1. Yields the product CN1CCC(COc2ccc3c(-c4c(-c5ccccn5)nn5c4CCC5)ccnc3c2)C1. Reaction SMILES: [Al+3:2].[C:53]([CH:54]([CH:55]([C:56]([O-:57])=[O:58])[OH:59])[OH:60])([O-:61])=[O:62].[CH2:7]([O:8][C:15](=[O:9])[N:17]1[CH2:18][CH:19]([CH2:22][O:23][c:24]2[cH:25][cH:26][c:27]3[c:28](-[c:34]4[c:35]5[n:36]([n:37][c:38]4-[c:39]4[n:40][cH:41][cH:42][cH:43][cH:44]4)[CH2:45][CH2:46][CH2:47]5)[cH:29][cH:30][n:31][c:32]3[cH:33]2)[CH2:20][CH2:21]1)[c:10]1[cH:11][cH:12][cH:13][cH:14][cH:16]1.[H-:1].[H-:4].[H-:5].[H-:6].[K+:63].[Li+:3].[Na+:64].[O:48]1[CH2:49][CH2:50][CH2:51][CH2:52]1>>[CH3:15][N:17]1[CH2:18][CH:19]([CH2:22][O:23][c:24]2[cH:25][cH:26][c:27]3[c:28](-[c:34]4[c:35]5[n:36]([n:37][c:38]4-[c:39]4[n:40][cH:41][cH:42][cH:43][cH:44]4)[CH2:45][CH2:46][CH2:47]5)[cH:29][cH:30][n:31][c:32]3[cH:33]2)[CH2:20][CH2:21]1.